From a dataset of the Open Reaction Database (ORD), a public repository of structured organic reaction records. describe an organic reaction: reactants, conditions, products, and yield Starting materials: O (water), S1C2=C(C=C1)C(CCC2)=O (4,5,6,7-tetrahydrobenzo(b)thiophen-4-one), BrBr (bromine), CO (methanol), CO (methanol). Reaction conditions: temperature 110 celsius. Yields the product OCC1=CC=CC=2SC=CC21 (4-hydroxymethylbenzo(b)thiophene). RXN SMILES: [S:1]1[CH:5]=[CH:4][C:3]2[C:6](=O)[CH2:7][CH2:8][CH2:9][C:2]1=2.BrBr.[OH2:13].[CH3:14]O>>[OH:13][CH2:14][C:6]1[C:3]2[CH:4]=[CH:5][S:1][C:2]=2[CH:9]=[CH:8][CH:7]=1. Procedure: To a solution (400 ml) of 4,5,6,7-tetrahydrobenzo(b)thiophen-4-one (70.0 g) in methanol was added dropwise a solution (200 ml) of bromine (75.0 g) in methanol at room temperature. After the completion of the reaction, the reaction mixture was poured into water and extracted with chloroform, and the solvent was evaporated under reduced pressure. The obtained residue was dissolved in DMF (500 ml) and lithium bromide (30.0 g) was added. The reaction mixture was stirred with heating at a reaction te... Starting materials: COC(=O)Nc1cccc(C)c1CCl, CC(C)=O, [I-], Cc1nc2c(N)cccn2c1C, [Na+], [Na+], [Na+], O=C([O-])[O-], O. Yields the product COC(=O)Nc1cccc(C)c1CNc1cccn2c(C)c(C)nc12. As a reaction SMILES: [CH3:21][O:22][C:23](=[O:24])[NH:25][c:26]1[c:27]([CH2:28][Cl:29])[c:30]([CH3:34])[cH:31][cH:32][cH:33]1.[CH3:35][C:36](=[O:37])[CH3:38].[I-:2].[NH2:9][c:10]1[c:11]2[n:12]([cH:13][cH:14][cH:15]1)[c:16]([CH3:20])[c:17]([CH3:19])[n:18]2.[Na+:1].[Na+:3].[Na+:4].[O-:5][C:6](=[O:7])[O-:8].[OH2:39]>>[NH:9]([c:10]1[c:11]2[n:12]([cH:13][cH:14][cH:15]1)[c:16]([CH3:20])[c:17]([CH3:19])[n:18]2)[CH2:28][c:27]1[c:26]([NH:25][C:23]([O:22][CH3:21])=[O:24])[cH:33][cH:32][cH:31][c:30]1[CH3:34].